Dataset: the Open Reaction Database (ORD), a public repository of structured organic reaction records. Task: describe an organic reaction: reactants, conditions, products, and yield The reactants are C(C)(C)C=1C=C(OC1C(C)C)C(=O)O (4,5-diisopropylfuran-2-carboxylic acid), COC1=C(C(=O)OC)C=CC(=C1)N (methyl 2-methoxy-4-aminobenzoate). Product: COC1=C(C(=O)OC)C=CC(=C1)NC(=O)C=1OC(=C(C1)C(C)C)C(C)C (methyl 2-methoxy-4-[(4,5-diisopropylfuran-2-carbonyl)amino]benzoate). Isolated yield 44.3%. RXN SMILES: [CH:1]([C:4]1[CH:5]=[C:6]([C:12]([OH:14])=O)[O:7][C:8]=1[CH:9]([CH3:11])[CH3:10])([CH3:3])[CH3:2].[CH3:15][O:16][C:17]1[CH:26]=[C:25]([NH2:27])[CH:24]=[CH:23][C:18]=1[C:19]([O:21][CH3:22])=[O:20]>>[CH3:15][O:16][C:17]1[CH:26]=[C:25]([NH:27][C:12]([C:6]2[O:7][C:8]([CH:9]([CH3:10])[CH3:11])=[C:4]([CH:1]([CH3:2])[CH3:3])[CH:5]=2)=[O:14])[CH:24]=[CH:23][C:18]=1[C:19]([O:21][CH3:22])=[O:20]. Procedure: In the same manner as that of Example 24, 4,5-diisopropylfuran-2-carboxylic acid (80 mg, 0.408 mmol) and methyl 2-methoxy-4-aminobenzoate (133 mg, 0.734 mmol) were condensed, the reaction mixture was treated in a conventional manner, and then the residue was purified by silica gel chromatography [hexane-ethyl acetate (5:1)] to obtain methyl 2-methoxy-4-[(4,5-diisopropylfuran-2-carbonyl)amino]benzoate (65 mg, 45%). The reactants are NCCC1CC(OC2(O1)CCCCC2)CC(=O)O (4-(2-aminoethyl)-1,5-dioxaspiro[5.5]undecane-2-acetic acid), FC1=CC=C(C=C1)C(C(C(C(=O)NC1=CC=CC=C1)C(C(C)C)=O)C1=CC=CC=C1)=O ((±)-4-fluoro-α-[2-methyl-1-oxopropyl]-γoxo-N,β-diphenylbenzenebutaneamide), CS(=O)C (dimethyl sulfoxide), C(C)OCC (diethyl ether), [Cl-].[NH4+] (ammonium chloride). Run in O (water). Conditions: temperature 105 celsius, time 3 hour. The product is FC1=CC=C(C=C1)C1=C(C(=C(N1CC[C@@H]1OC(C[C@H](C1)O)=O)C(C)C)C(=O)NC1=CC=CC=C1)C1=CC=CC=C1 (trans-(±)-5-(4-fluorophenyl)-2-(1-methylethyl)-N,4-diphenyl-1-[2-(tetrahydro-4-hydroxy-6-oxo-2H-pyran-2-yl)ethyl]-1H-pyrrole-3-carboxamide). Reaction SMILES: NCC[CH:4]1[O:9][C:8]2([CH2:14]CCCC2)[O:7][CH:6]([CH2:15][C:16]([OH:18])=O)[CH2:5]1.[F:19][C:20]1[CH:25]=[CH:24][C:23]([C:26](=O)[CH:27]([C:43]2[CH:48]=[CH:47][CH:46]=[CH:45][CH:44]=2)[CH:28]([C:38](=O)C(C)C)[C:29]([NH:31][C:32]2[CH:37]=[CH:36][CH:35]=[CH:34][CH:33]=2)=[O:30])=[CH:22][CH:21]=1.C(O[CH2:53][CH3:54])C.[Cl-].[NH4+:56].[CH3:57]S(C)=O>O>[F:19][C:20]1[CH:25]=[CH:24][C:23]([C:26]2[N:56]([CH2:4][CH2:5][C@H:6]3[CH2:15][C@H:16]([OH:18])[CH2:14][C:8](=[O:9])[O:7]3)[C:38]([CH:53]([CH3:54])[CH3:57])=[C:28]([C:29]([NH:31][C:32]3[CH:33]=[CH:34][CH:35]=[CH:36][CH:37]=3)=[O:30])[C:27]=2[C:43]2[CH:44]=[CH:45][CH:46]=[CH:47][CH:48]=2)=[CH:22][CH:21]=1 |f:3.4|. Procedure details: A solution of 0.31 g (1.21 mmol) of (±)-cis-(4-(2-aminoethyl)-1,5-dioxaspiro[5.5]undecane-2-acetic acid and 0.504 g (1.20 mmol) of (±)-4-fluoro-α-[2-methyl-1-oxopropyl]-γoxo-N,β-diphenylbenzenebutaneamide mixture of [R-(R*,R*)], [R-(R*,S*)], [S-(R*,R*)] and [S-(R*,S*)] isomers in 5 mL of dimethyl sulfoxide is heated at 105° C. for 15 hours. The solution is cooled and poured into 100 mL of diethyl ether and 50 mL of saturated ammonium chloride in water. The layers are separated and the organic la... Starting materials: C12CN(CC(CC1)N2)C2=C(C=C1C(C(=CN(C1=N2)C21CC(C2)C1)C(=O)O)=O)F (7-(3,8-diazabicyclo[3.2.1]octan-3-yl)-1-(bicyclo[1.1.1]pent-1-yl)-1,4-dihydro-6-fluoro-4-oxo-1,8-naphthyridine-3-carboxylic acid), CS(=O)(=O)[O-] (methanesulfonate). The product is CS(=O)(=O)O.CN1C2CN(CC1CC2)C2=C(C=C1C(C(=CN(C1=N2)C21CC(C2)C1)C(=O)O)=O)F (7-(8-methyl-3,8-diazabicyclo[3.2.1]octan-3-yl)-1-(bicyclo[1.1.1]pent-1-yl)-1,4-dihydro-6-fluoro-4-oxo-1,8-naphthyridine-3-carboxylic acid, methanesulfonate salt). As a reaction SMILES: [CH:1]12[NH:8][CH:5]([CH2:6][CH2:7]1)[CH2:4][N:3]([C:9]1[N:18]=[C:17]3[C:12]([C:13](=[O:27])[C:14]([C:24]([OH:26])=[O:25])=[CH:15][N:16]3[C:19]34[CH2:23][CH:21]([CH2:22]3)[CH2:20]4)=[CH:11][C:10]=1[F:28])[CH2:2]2.[CH3:29][S:30]([O-:33])(=[O:32])=[O:31]>>[CH3:29][S:30]([OH:33])(=[O:32])=[O:31].[CH3:29][N:8]1[CH:5]2[CH2:6][CH2:7][CH:1]1[CH2:2][N:3]([C:9]1[N:18]=[C:17]3[C:12]([C:13](=[O:27])[C:14]([C:24]([OH:26])=[O:25])=[CH:15][N:16]3[C:19]34[CH2:22][CH:21]([CH2:20]3)[CH2:23]4)=[CH:11][C:10]=1[F:28])[CH2:4]2 |f:2.3|. Reported procedure: 7-(3,8-diazabicyclo[3.2.1]octan-3-yl)-1-(bicyclo[1.1.1]pent-1-yl)-1,4-dihydro-6-fluoro-4-oxo-1,8-naphthyridine-3-carboxylic acid, methanesulfonate; The reactants are Nc1ccc(C(=O)Cl)cc1, N, C1CCOC1. Yields the product NC(=O)c1ccc(N)cc1. Reaction SMILES: [NH2:1][c:2]1[cH:3][cH:4][c:5]([C:6](=[O:7])[Cl:8])[cH:9][cH:10]1.[NH3:11].[O:12]1[CH2:13][CH2:14][CH2:15][CH2:16]1>>[NH2:1][c:2]1[cH:3][cH:4][c:5]([C:6](=[O:7])[NH2:11])[cH:9][cH:10]1. Starting materials: CS(=O)(=O)Cl (methanesulfonyl chloride), C(C1=CN=CC=C1)(=O)O (Nicotinic acid), NC1=NC(=NC(=N1)N)C=1C(=CC2=CC=CC=C2C1)F (2,4-diamino-6-(2-fluoro-3-naphthyl)-s-triazine). As a reaction SMILES: [C:1]([OH:9])(=O)[C:2]1[CH:7]=[CH:6][CH:5]=[N:4][CH:3]=1.CS(Cl)(=O)=O.[NH2:15][C:16]1[N:21]=[C:20]([NH2:22])[N:19]=[C:18]([C:23]2[C:24]([F:33])=[CH:25][C:26]3[C:31]([CH:32]=2)=[CH:30][CH:29]=[CH:28][CH:27]=3)[N:17]=1>N1C=CC=CC=1>[NH2:22][C:20]1[N:21]=[C:16]([NH:15][C:1](=[O:9])[C:2]2[CH:7]=[CH:6][CH:5]=[N:4][CH:3]=2)[N:17]=[C:18]([C:23]2[C:24]([F:33])=[CH:25][C:26]3[C:31]([CH:32]=2)=[CH:30][CH:29]=[CH:28][CH:27]=3)[N:19]=1. Run in N1=CC=CC=C1 (pyridine). Product: NC1=NC(=NC(=N1)NC(C1=CN=CC=C1)=O)C=1C(=CC2=CC=CC=C2C1)F (2-amino-4-nicotinoylamino-6-(2-fluoro-3-naphthyl)-s-triazine). Procedure details: Nicotinic acid (0.58 gram) was dissolved in 10 ml of pyridine, 0.27 gram of methanesulfonyl chloride was added thereto, the mixture was heated to reflux for thirty minutes, 0.5 gram of 2,4-diamino-6-(2-fluoro-3-naphthyl)-s-triazine was added, and the mixture was heated to reflux for four hours. After the reaction was completed, pyridine was evaporated, water was added to the residue, the resulting separated mass was subjected to a column chromatography using 100 grams of silica gel, and eluted w...